Task: describe an organic reaction: reactants, conditions, products, and yield. Dataset: the Open Reaction Database (ORD), a public repository of structured organic reaction records Reactants: C(C1=CC=CC=C1)OC(=O)N1CCN(CC1)S(=O)(=O)C1=CC=C(C=C1)[N+](=O)[O-] (4-(4-Nitro-benzenesulfonyl)-piperazine-1-carboxylic acid benzyl ester), C(C)O (ethanol), [Cl-].[NH4+] (ammonium chloride). The reagents and catalysts are [Fe] (iron). Solvent: O (water). Reaction conditions: temperature 80 celsius. The product is C(C1=CC=CC=C1)OC(=O)N1CCN(CC1)S(=O)(=O)C1=CC=C(C=C1)N (4-(4-Amino-benzenesulfonyl)-piperazine-1-carboxylic acid benzyl ester). Isolated yield 88.8%. Reaction SMILES: [CH2:1]([O:8][C:9]([N:11]1[CH2:16][CH2:15][N:14]([S:17]([C:20]2[CH:25]=[CH:24][C:23]([N+:26]([O-])=O)=[CH:22][CH:21]=2)(=[O:19])=[O:18])[CH2:13][CH2:12]1)=[O:10])[C:2]1[CH:7]=[CH:6][CH:5]=[CH:4][CH:3]=1.C(O)C.[Cl-].[NH4+]>[Fe].O>[CH2:1]([O:8][C:9]([N:11]1[CH2:12][CH2:13][N:14]([S:17]([C:20]2[CH:21]=[CH:22][C:23]([NH2:26])=[CH:24][CH:25]=2)(=[O:19])=[O:18])[CH2:15][CH2:16]1)=[O:10])[C:2]1[CH:7]=[CH:6][CH:5]=[CH:4][CH:3]=1 |f:2.3|. Reported procedure: 4-(4-Nitro-benzenesulfonyl)-piperazine-1-carboxylic acid benzyl ester (1.82 g, 4.5 mmol) was suspended in a 5:1 mixture of ethanol and water (30 ml). To this solution was added iron powder (0.65 g, 11.7 mmol) followed by saturated ammonium chloride solution (1 ml) and the mixture was heated to 80° C. for three hours. After this time, the reaction mixture was cooled to room temperature and filtered through a pad of celite, the celite was washed with ethanol (10 ml) and ethyl acetate (50 ml) and t... Reactants: CC1(Cn2cc([N+](=O)[O-])nc2Cl)CO1, C(=Cc1ccccc1)COC1CCNCC1. Yields the product CC(O)(CN1CCC(OCC=Cc2ccccc2)CC1)Cn1cc([N+](=O)[O-])nc1Cl. Reaction SMILES: [Cl:1][c:2]1[n:3]([CH2:10][C:11]2([CH3:14])[O:12][CH2:13]2)[cH:4][c:5]([N+:7](=[O:8])[O-:9])[n:6]1.[c:15]1([CH:21]=[CH:22][CH2:23][O:24][CH:25]2[CH2:26][CH2:27][NH:28][CH2:29][CH2:30]2)[cH:16][cH:17][cH:18][cH:19][cH:20]1>>[Cl:1][c:2]1[n:3]([CH2:10][C:11]([OH:12])([CH2:13][N:28]2[CH2:27][CH2:26][CH:25]([O:24][CH2:23][CH:22]=[CH:21][c:15]3[cH:16][cH:17][cH:18][cH:19][cH:20]3)[CH2:30][CH2:29]2)[CH3:14])[cH:4][c:5]([N+:7](=[O:8])[O-:9])[n:6]1. Starting materials: B, COc1cc2nccc(Oc3ccc(NC(=O)COc4ccccc4Cl)cc3C)c2cc1OC, Cl, [Na+], C1CCOC1, C1CCOC1, [OH-]. The product is COc1cc2nccc(Oc3ccc(NCCOc4ccccc4Cl)cc3C)c2cc1OC. Reaction SMILES: [BH3:40].[CH3:1][O:2][c:3]1[cH:4][c:5]2[c:6]([O:15][c:16]3[c:17]([CH3:34])[cH:18][c:19]([NH:22][C:23]([CH2:24][O:25][c:26]4[c:27]([Cl:32])[cH:28][cH:29][cH:30][cH:31]4)=[O:33])[cH:20][cH:21]3)[cH:7][cH:8][n:9][c:10]2[cH:11][c:12]1[O:13][CH3:14].[ClH:41].[Na+:43].[O:35]1[CH2:36][CH2:37][CH2:38][CH2:39]1.[O:44]1[CH2:45][CH2:46][CH2:47][CH2:48]1.[OH-:42]>>[CH3:1][O:2][c:3]1[cH:4][c:5]2[c:6]([O:15][c:16]3[c:17]([CH3:34])[cH:18][c:19]([NH:22][CH2:23][CH2:24][O:25][c:26]4[c:27]([Cl:32])[cH:28][cH:29][cH:30][cH:31]4)[cH:20][cH:21]3)[cH:7][cH:8][n:9][c:10]2[cH:11][c:12]1[O:13][CH3:14]. Starting materials: Cc1cc(Br)c(C=O)s1, NOS(=O)(=O)O, O. The product is Cc1cc(Br)c(C#N)s1. Reaction SMILES: [Br:1][c:2]1[c:3]([CH:8]=[O:9])[s:4][c:5]([CH3:7])[cH:6]1.[NH2:10][O:11][S:12]([OH:13])(=[O:14])=[O:15].[OH2:16]>>[Br:1][c:2]1[c:3]([C:8]#[N:10])[s:4][c:5]([CH3:7])[cH:6]1. The reactants are OC=1C=C(C(=O)O)C=CC1OC (3-hydroxy-4-methoxybenzoic acid), [Si](C)(C)(C(C)(C)C)Cl (tert-butyldimethylsilyl chloride), N1C=NC=C1 (imidazole), Cl (hydrochlorie), C([O-])([O-])=O.[K+].[K+] (potassium carbonate). Solvent: CO (methanol), C(C)(=O)OCC (ethyl acetate), CCCCCC (Hexane), CN(C)C=O (DMF), CO (methanol), O (water). Conditions: time 18 hour. Yields the product [Si](C)(C)(C(C)(C)C)OC=1C=C(C(=O)O)C=CC1OC (3-(tert-Butyldimethylsilyloxy)-4-methoxybenzoic acid). Reaction SMILES: [OH:1][C:2]1[CH:3]=[C:4]([CH:8]=[CH:9][C:10]=1[O:11][CH3:12])[C:5]([OH:7])=[O:6].[Si:13](Cl)([C:16]([CH3:19])([CH3:18])[CH3:17])([CH3:15])[CH3:14].N1C=CN=C1.C(=O)([O-])[O-].[K+].[K+].Cl>CO.C(OCC)(=O)C.O.CCCCCC.CN(C=O)C>[Si:13]([O:1][C:2]1[CH:3]=[C:4]([CH:8]=[CH:9][C:10]=1[O:11][CH3:12])[C:5]([OH:7])=[O:6])([C:16]([CH3:19])([CH3:18])[CH3:17])([CH3:15])[CH3:14] |f:3.4.5|. Procedure: A mixture of 3-hydroxy-4-methoxybenzoic acid (6.726g, 40 mmol), tert-butyldimethylsilyl chloride (13.26 g, 88 mmol), imidazole (10.893 g, 160 mmol) and DMF (40 mL) was stirred at room temperature for 18 hr. Hexane was added and the resulting mixture washed with water. The aqueous layer was reextracted two times with hexane and the extracts added to the hexane layer from the first extraction. The combined extracts were washed with small amount of water. During the washing some precipitate formed.... Procedure details: 4-Cyclopropyl-1,2,3-thiadiazole-5-carboxamide (4 g; 24 mmols) was dissolved in toluene (15 ml), and thionyl chloride (5 ml) was added thereto, followed by refluxing for 10 hours under heating. After cooling to room temperature, ice was added thereto to stop the reaction, and sodium hydrogen carbonate was added thereto to neutralize, followed by extracting with ethyl acetate. After drying over anhydrous sodium sulfate, the solvent was concentrated under reduced pressure, and the residue was purif... Yields the product C1(CC1)C=1N=NSC1C#N (4-cyclopropyl-1,2,3-thiadiazole-5-carbonitrile). RXN SMILES: [CH:1]1([C:4]2[N:5]=[N:6][S:7][C:8]=2[C:9]([NH2:11])=O)[CH2:3][CH2:2]1.S(Cl)(Cl)=O.C(=O)([O-])O.[Na+]>C1(C)C=CC=CC=1>[CH:1]1([C:4]2[N:5]=[N:6][S:7][C:8]=2[C:9]#[N:11])[CH2:3][CH2:2]1 |f:2.3|. Run in C1(=CC=CC=C1)C (toluene). Isolated yield 57.9%. Starting materials: S(=O)(Cl)Cl (thionyl chloride), C1(CC1)C=1N=NSC1C(=O)N (4-Cyclopropyl-1,2,3-thiadiazole-5-carboxamide), C(O)([O-])=O.[Na+] (sodium hydrogen carbonate). The reactants are CCCc1nc(OC)c(NC(=O)N2CCN(c3cc(OC)cc(OC)c3)CC2)cc1C(=O)O, CC(N)C(=O)Nc1cc(CO)cc(Nc2c3ccccc3nc3ccccc23)c1. The product is CCCc1nc(OC)c(NC(=O)N2CCN(c3cc(OC)cc(OC)c3)CC2)cc1C(=O)NC(C)C(=O)Nc1cc(CO)cc(Nc2c3ccccc3nc3ccccc23)c1. As a reaction SMILES: [CH2:1]([CH2:2][CH3:3])[c:4]1[c:5]([C:6](=[O:7])[OH:8])[cH:9][c:10]([NH:15][C:16](=[O:17])[N:18]2[CH2:19][CH2:20][N:21]([c:24]3[cH:25][c:26]([O:32][CH3:33])[cH:27][c:28]([O:30][CH3:31])[cH:29]3)[CH2:22][CH2:23]2)[c:11]([O:13][CH3:14])[n:12]1.[cH:34]1[cH:35][cH:36][cH:37][c:38]2[n:39][c:40]3[cH:41][cH:42][cH:43][cH:44][c:45]3[c:46]([NH:48][c:49]3[cH:50][c:51]([NH:57][C:58]([CH:59]([CH3:60])[NH2:61])=[O:62])[cH:52][c:53]([CH2:55][OH:56])[cH:54]3)[c:47]12>>[CH2:1]([CH2:2][CH3:3])[c:4]1[c:5]([C:6](=[O:7])[NH:61][CH:59]([C:58]([NH:57][c:51]2[cH:50][c:49]([NH:48][c:46]3[c:45]4[c:40]([n:39][c:38]5[cH:37][cH:36][cH:35][cH:34][c:47]53)[cH:41][cH:42][cH:43][cH:44]4)[cH:54][c:53]([CH2:55][OH:56])[cH:52]2)=[O:62])[CH3:60])[cH:9][c:10]([NH:15][C:16](=[O:17])[N:18]2[CH2:19][CH2:20][N:21]([c:24]3[cH:25][c:26]([O:32][CH3:33])[cH:27][c:28]([O:30][CH3:31])[cH:29]3)[CH2:22][CH2:23]2)[c:11]([O:13][CH3:14])[n:12]1. Run in C1CCOC1 (THF). Procedure details: A solution of (3S,5R,6S)-3-allyl-1-((3S)-7-(tert-butyldimethylsilyloxy)-4-hydroxyheptan-3-yl)-5-(3-chlorophenyl)-6-(4-chlorophenyl)-3-methylpiperidin-2-one (127 mg, 0.21 mmol; Example 221, Step A) in THF (1.5 mL) was treated with tetrabutylammonium fluoride (0.62 mL 1M in THF, 0.62 mmol) at ambient temperature for 1.5 hours. The solvent was removed under vacuum. Purification by silica chromatography eluting with ethyl acetate/hexane provided the title compound as a mixture of diastereomers. Reaction SMILES: [CH2:1]([C@@:4]1([CH3:41])[CH2:9][C@H:8]([C:10]2[CH:15]=[CH:14][CH:13]=[C:12]([Cl:16])[CH:11]=2)[C@@H:7]([C:17]2[CH:22]=[CH:21][C:20]([Cl:23])=[CH:19][CH:18]=2)[N:6]([C@H:24]([CH:27]([OH:39])[CH2:28][CH2:29][CH2:30][O:31][Si](C(C)(C)C)(C)C)[CH2:25][CH3:26])[C:5]1=[O:40])[CH:2]=[CH2:3].[F-].C([N+](CCCC)(CCCC)CCCC)CCC>C1COCC1>[CH2:1]([C@@:4]1([CH3:41])[CH2:9][C@H:8]([C:10]2[CH:15]=[CH:14][CH:13]=[C:12]([Cl:16])[CH:11]=2)[C@@H:7]([C:17]2[CH:18]=[CH:19][C:20]([Cl:23])=[CH:21][CH:22]=2)[N:6]([C@H:24]([CH:27]([OH:39])[CH2:28][CH2:29][CH2:30][OH:31])[CH2:25][CH3:26])[C:5]1=[O:40])[CH:2]=[CH2:3] |f:1.2|. Product: C(C=C)[C@@]1(C(N([C@@H]([C@H](C1)C1=CC(=CC=C1)Cl)C1=CC=C(C=C1)Cl)[C@@H](CC)C(CCCO)O)=O)C ((3S,5R,6S)-3-allyl-5-(3-chlorophenyl)-6-(4-chlorophenyl)-1-((3S)-4,7-dihydroxyheptan-3-yl)-3-methylpiperidin-2-one). Starting materials: C(C=C)[C@@]1(C(N([C@@H]([C@H](C1)C1=CC(=CC=C1)Cl)C1=CC=C(C=C1)Cl)[C@@H](CC)C(CCCO[Si](C)(C)C(C)(C)C)O)=O)C ((3S,5R,6S)-3-allyl-1-((3S)-7-((tert-butyldimethylsilyl)oxy)-4-hydroxyheptan-3-yl)-5-(3-chlorophenyl)-6-(4-chlorophenyl)-3-methylpiperidin-2-one), [F-].C(CCC)[N+](CCCC)(CCCC)CCCC (tetrabutylammonium fluoride). Reactants: ClC1=C(C=C(C=C1)F)[C@@H]1N(CCC1)C1=NC=2N(C=C1)N=CC2NC(=O)N2C[C@@H](N(CC2)C(=O)OC(C)(C)C)C ((S)-tert-butyl 4-(5-((R)-2-(2-chloro-5-fluorophenyl)pyrrolidin-1-yl)pyrazolo[1,5-a]pyrimidin-3-ylcarbamoyl)-2-methylpiperazine-1-carboxylate), Cl (HCl). Conditions: time 10 minute. Product: Cl.ClC1=C(C=C(C=C1)F)[C@@H]1N(CCC1)C1=NC=2N(C=C1)N=CC2NC(=O)N2C[C@@H](NCC2)C ((S)—N-(5-((R)-2-(2-chloro-5-fluorophenyl)pyrrolidin-1-yl)pyrazolo[1,5-a]pyrimidin-3-yl)-3-methylpiperazine-1-carboxamide hydrochloride), Cl (HCl). RXN SMILES: [Cl:1][C:2]1[CH:7]=[CH:6][C:5]([F:8])=[CH:4][C:3]=1[C@H:9]1[CH2:13][CH2:12][CH2:11][N:10]1[C:14]1[CH:19]=[CH:18][N:17]2[N:20]=[CH:21][C:22]([NH:23][C:24]([N:26]3[CH2:31][CH2:30][N:29](C(OC(C)(C)C)=O)[C@@H:28]([CH3:39])[CH2:27]3)=[O:25])=[C:16]2[N:15]=1.[ClH:40]>>[ClH:1].[Cl:1][C:2]1[CH:7]=[CH:6][C:5]([F:8])=[CH:4][C:3]=1[C@H:9]1[CH2:13][CH2:12][CH2:11][N:10]1[C:14]1[CH:19]=[CH:18][N:17]2[N:20]=[CH:21][C:22]([NH:23][C:24]([N:26]3[CH2:31][CH2:30][NH:29][C@@H:28]([CH3:39])[CH2:27]3)=[O:25])=[C:16]2[N:15]=1.[ClH:40] |f:2.3|. Procedure: To (S)-tert-butyl 4-(5-((R)-2-(2-chloro-5-fluorophenyl)pyrrolidin-1-yl)pyrazolo[1,5-a]pyrimidin-3-ylcarbamoyl)-2-methylpiperazine-1-carboxylate (Example 24; 47 mg, 0.084 mmol), was added 1 mL 4 N HCl (dioxane) solution and stirred at ambient temperature for 10 minutes. The reaction was concentrated, treated with ether, and filtered, giving the final product HCl salt as a fine beige powder. MS (apci) m/z=458.1 (M+H).